From a dataset of the Open Reaction Database (ORD), a public repository of structured organic reaction records. describe an organic reaction: reactants, conditions, products, and yield The reactants are BrC=1SC(=CN1)C=1C=C(C=C(C1)C)NC1=NC=CC(=N1)C(F)(F)F (N-[3-(2-Bromo-1,3-thiazol-5-yl)-5-methylphenyl]-4-(trifluoromethyl)pyrimidin-2-amine), BrC=1SC(=CN1)C=1C=C(C=C(C1)C)NC1=NC=CC(=N1)C(F)(F)F (N-[3-(2-Bromo-1,3-thiazol-5-yl)-5-methylphenyl]-4-(trifluoromethyl)pyrimidin-2-amine), C1(CCCCC1)P(C1=C(C=CC=C1)C1=C(C=CC=C1OC)OC)C1CCCCC1 (2-dicyclohexylphosphino-2′,6′-dimethoxy-1,1′-biphenyl), C1CCOC1 (THF), [Br-].COC([C@@H](C[Zn+])C)=O ((S)-(−)-3-methoxy-2-methyl-3-oxopropylzinc bromide). The reagents and catalysts are CC(=O)[O-].CC(=O)[O-].[Pd+2] (Pd(OAc)2). Solvent: [NH4+].[Cl-] (NH4Cl), O (water). Conditions: time 8 hour. Yields the product C[C@@H](C(=O)OC)CC=1SC(=CN1)C1=CC(=CC(=C1)NC1=NC=CC(=N1)C(F)(F)F)C (methyl (2R)-2-methyl-3-[5-(3-methyl-5-{[4-(trifluoromethyl)pyrimidin-2-yl]amino}phenyl)-1,3-thiazol-2-yl]propanoate). Yield: 87.0%. As a reaction SMILES: Br[C:2]1[S:3][C:4]([C:7]2[CH:8]=[C:9]([NH:14][C:15]3[N:20]=[C:19]([C:21]([F:24])([F:23])[F:22])[CH:18]=[CH:17][N:16]=3)[CH:10]=[C:11]([CH3:13])[CH:12]=2)=[CH:5][N:6]=1.C1(P(C2CCCCC2)C2C=CC=CC=2C2C(OC)=CC=CC=2OC)CCCCC1.C1COCC1.[Br-].[CH3:60][O:61][C:62](=[O:67])[C@H:63]([CH3:66])[CH2:64][Zn+]>[NH4+].[Cl-].O.CC([O-])=O.CC([O-])=O.[Pd+2]>[CH3:64][C@H:63]([CH2:66][C:2]1[S:3][C:4]([C:7]2[CH:8]=[C:9]([NH:14][C:15]3[N:20]=[C:19]([C:21]([F:24])([F:23])[F:22])[CH:18]=[CH:17][N:16]=3)[CH:10]=[C:11]([CH3:13])[CH:12]=2)=[CH:5][N:6]=1)[C:62]([O:61][CH3:60])=[O:67] |f:3.4,5.6,8.9.10|. Procedure: N-[3-(2-Bromo-1,3-thiazol-5-yl)-5-methylphenyl]-4-(trifluoromethyl)pyrimidin-2-amine (INTERMEDIATE 9, 1.50 g, 3.61 mmol), Pd(OAc)2 (81 mg, 0.361 mmol), and 2-dicyclohexylphosphino-2′,6′-dimethoxy-1,1′-biphenyl (297 mg, 0.722 mmol) were combined in a vial, sealed, and purged with nitrogen (2×). Degassed THF (15 mL) and (S)-(−)-3-methoxy-2-methyl-3-oxopropylzinc bromide (0.5 M in THF, 28.9 mL, 14.45 mmol) were added, and the reaction was stirred at room temperature overnight. The reaction was dilu... The reactants are Brc1cccc2sccc12, CCCC(=O)N(C)OC, Cl, I, [Mg], C1CCOC1. Product: CCCC(=O)c1cccc2sccc12. As a reaction SMILES: [Br:1][c:2]1[cH:3][cH:4][cH:5][c:6]2[s:7][cH:8][cH:9][c:10]12.[CH3:13][O:14][N:15]([C:16]([CH2:17][CH2:18][CH3:19])=[O:20])[CH3:21].[ClH:22].[I:12].[Mg:11].[O:23]1[CH2:24][CH2:25][CH2:26][CH2:27]1>>[c:2]1([C:16]([CH2:17][CH2:18][CH3:19])=[O:20])[cH:3][cH:4][cH:5][c:6]2[s:7][cH:8][cH:9][c:10]12. Reactants: C(CCC)OC=1C=C2CCN(C(C2=CC1)=O)C1=CC=C(C=C1)N1CC(CC1)=O (6-Butoxy-2-[4-(3-oxopyrrolidin-1-yl)phenyl]-3,4-dihydro-2H-isoquinolin-1-one), N1(CCNCC1)C(C)=O (1-piperazin-1-ylethanone). The product is C(C)(=O)N1CCN(CC1)C1CN(CC1)C1=CC=C(C=C1)N1C(C2=CC=C(C=C2CC1)OCCCC)=O (2-{4-[3-(4-Acetylpiperazin-1-yl)pyrrolidin-1-yl]phenyl}-6-butoxy-3,4-dihydro-2H-isoquinolin-1-one). As a reaction SMILES: [CH2:1]([O:5][C:6]1[CH:7]=[C:8]2[C:13](=[CH:14][CH:15]=1)[C:12](=[O:16])[N:11]([C:17]1[CH:22]=[CH:21][C:20]([N:23]3[CH2:27][CH2:26][C:25](=O)[CH2:24]3)=[CH:19][CH:18]=1)[CH2:10][CH2:9]2)[CH2:2][CH2:3][CH3:4].[N:29]1([C:35](=[O:37])[CH3:36])[CH2:34][CH2:33][NH:32][CH2:31][CH2:30]1>>[C:35]([N:29]1[CH2:34][CH2:33][N:32]([CH:25]2[CH2:26][CH2:27][N:23]([C:20]3[CH:21]=[CH:22][C:17]([N:11]4[CH2:10][CH2:9][C:8]5[C:13](=[CH:14][CH:15]=[C:6]([O:5][CH2:1][CH2:2][CH2:3][CH3:4])[CH:7]=5)[C:12]4=[O:16])=[CH:18][CH:19]=3)[CH2:24]2)[CH2:31][CH2:30]1)(=[O:37])[CH3:36]. Procedure details: 6-Butoxy-2-[4-(3-oxopyrrolidin-1-yl)phenyl]-3,4-dihydro-2H-isoquinolin-1-one was reacted with 1-piperazin-1-ylethanone by method J. The product with the molecular weight of 490.65 (C29H38N4O3) was obtained in this way; MS (ESI): 491 (M+H+). Starting materials: BrCCO (2-bromoethanol), O1CCCC=C1 (3,4-dihydro-2H-pyran). Solvent: C(Cl)Cl (CH2Cl2). Reaction conditions: time 18 hour. Product: BrCCOC1OCCCC1 (tetrahydro-2-(2-bromoethoxy)-2H-pyran). The yield is 50.8%. As a reaction SMILES: [Br:1][CH2:2][CH2:3][OH:4].[O:5]1[CH:10]=[CH:9][CH2:8][CH2:7][CH2:6]1>C(Cl)Cl>[Br:1][CH2:2][CH2:3][O:4][CH:6]1[CH2:7][CH2:8][CH2:9][CH2:10][O:5]1. Reported procedure: To a solution of 2-bromoethanol (10.00 g, 80 mmol) and 3,4-dihydro-2H-pyran (10.1 g, 120 mmol) in CH2Cl2 (400 mL) was added a spatula of Amberlyst-15 ion exchange resin and the reaction was stirred for 18 hrs. It was then filtered through Celite and concentrated. Distillation (40 mm Hg, b.p.=102° C.) afforded tetrahydro-2-(2-bromoethoxy)-2H-pyran (8.49 g).